From a dataset of the Open Reaction Database (ORD), a public repository of structured organic reaction records. describe an organic reaction: reactants, conditions, products, and yield Starting materials: FC=1C=C2CCC(C2=CC1)(CCCO)C1=CNC2=C(C=CC=C12)NS(=O)(=O)C (N-{3-[5-Fluoro-1-(3-hydroxy-propyl)-indan-1-yl]-1H-indol-7-yl}-methanesulfonamide), C1(=CC=CC=C1)P(C1=CC=CC=C1)C1=CC=CC=C1 (triphenylphosphine), N1C=NC=C1 (imidazole), II (iodine). Solvent: O1CCCC1 (tetrahydrofuran), CCOCC (ether). Conditions: time 20 minute. Product: FC=1C=C2CCC(C2=CC1)(CCCI)C1=CNC2=C(C=CC=C12)NS(=O)(=O)C (N-{3-[5-Fluoro-1-(3-iodo-propyl)-indan-1-yl]-1H-indol-7-yl}-methanesulfonamide). Isolated yield 40.0%. As a reaction SMILES: C1(P(C2C=CC=CC=2)C2C=CC=CC=2)C=CC=CC=1.N1C=CN=C1.[I:25]I.[F:27][C:28]1[CH:29]=[C:30]2[C:34](=[CH:35][CH:36]=1)[C:33]([C:41]1[C:49]3[C:44](=[C:45]([NH:50][S:51]([CH3:54])(=[O:53])=[O:52])[CH:46]=[CH:47][CH:48]=3)[NH:43][CH:42]=1)([CH2:37][CH2:38][CH2:39]O)[CH2:32][CH2:31]2>O1CCCC1.CCOCC>[F:27][C:28]1[CH:29]=[C:30]2[C:34](=[CH:35][CH:36]=1)[C:33]([C:41]1[C:49]3[C:44](=[C:45]([NH:50][S:51]([CH3:54])(=[O:53])=[O:52])[CH:46]=[CH:47][CH:48]=3)[NH:43][CH:42]=1)([CH2:37][CH2:38][CH2:39][I:25])[CH2:32][CH2:31]2. Reported procedure: To a solution of triphenylphosphine (422 mg, 1.61 min ol, 1.30 equivalents) and imidazole (219 mg, 3.22 mmol, 2.60 equivalents) in anhydrous tetrahydrofuran (10 ml) add iodine (410 mg, 1.61 mmol, 1.30 equivalents). After stirring for 20 minutes at room temperature under nitrogen, add N-{3-[5-Fluoro-1-(3-hydroxy-propyl)-indan-1-yl]-1H-indol-7-yl}-methanesulfonamide (500 mg, 1.24 mmol) and stir for 48 hours. Dilute with ether, wash with water (2×), wash with 1N aqueous hydrochloric acid (2×), dry ...